From a dataset of the Open Reaction Database (ORD), a public repository of structured organic reaction records. describe an organic reaction: reactants, conditions, products, and yield The reactants are NC1=CC=CC=C1 (aniline), anhydride, ClC(=O)OCC (ethyl chloroformate), C1(CCCCCCC(=O)O1)=O (suberic anhydride), dianilide, C(CCCCCCC(=O)NC1=CC=CC=C1)(=O)O (suberanilic acid), C(CCCCCCC(=O)NC1=CC=CC=C1)(=O)O (suberanilic acid), anhydride, C(CCCCCCC(=O)NC1=CC=CC=C1)(=O)O (suberanilic acid), anhydride, C1(CCCCCCC(=O)O1)=O (suberic anhydride). Yields the product C=1C=CC(=CC1)NC(=O)CCCCCCC(=O)NO (vorinostat). As a reaction SMILES: C1(=O)OC(=[O:9])CCCCCC1.[NH2:12][C:13]1[CH:18]=[CH:17][CH:16]=[CH:15][CH:14]=1.[C:19]([OH:36])(=O)[CH2:20][CH2:21][CH2:22][CH2:23][CH2:24][CH2:25][C:26]([NH:28]C1C=CC=CC=1)=[O:27].ClC(OCC)=O>>[CH:16]1[CH:15]=[CH:14][C:13]([NH:12][C:19]([CH2:20][CH2:21][CH2:22][CH2:23][CH2:24][CH2:25][C:26]([NH:28][OH:9])=[O:27])=[O:36])=[CH:18][CH:17]=1. Procedure details: Another process for the preparation of vorinostat has been reported in OPPI Briefs, 2001, vol. 33(4), pages 391-394. The reported process, illustrated in Scheme 6, involves conversion of suberic acid to suberic anhydride, which on treatment with aniline gives suberanilic acid. Coupling of this suberanilic acid with ethyl chloroformate gives a mixed anhydride which upon treatment with hydroxylamine gives vorinostat in an overall yield of 58%. In the first step, there is competition between the fo... Procedure: Sodium hydride (0.242 g, 6.06 mmol) was added portionwise to a solution of (6S)-3-iodo-5,7-dihydrospiro[cyclopenta[b]pyridine-6,3′-pyrrolo[2,3-b]pyridin]-2′(1′H)-one (described in Intermediate 4) (2.00 g, 5.51 mmol) in DMF (50 mL) at 0° C. After stirring for 10 min, 2-(trimethylsilyl)ethoxymethyl chloride (1.01 g, 6.06 mmol) was added dropwise. The resulting mixture was warmed slowly to ambient temperature and stirred for 48 h. The reaction was partitioned between water (20 mL) and EtOAc (100 mL... Starting materials: C[Si](CCOCCl)(C)C (2-(trimethylsilyl)ethoxymethyl chloride), [H-].[Na+] (Sodium hydride), IC=1C=C2C(=NC1)C[C@@]1(C(NC3=NC=CC=C31)=O)C2 ((6S)-3-iodo-5,7-dihydrospiro[cyclopenta[b]pyridine-6,3′-pyrrolo[2,3-b]pyridin]-2′(1′H)-one), IC=1C=C2C(=NC1)C[C@@]1(C(NC3=NC=CC=C31)=O)C2 ((6S)-3-iodo-5,7-dihydrospiro[cyclopenta[b]pyridine-6,3′-pyrrolo[2,3-b]pyridin]-2′(1′H)-one). The product is IC=1C=C2C(=NC1)CC1(C(N(C3=NC=CC=C31)COCC[Si](C)(C)C)=O)C2 (3-Iodo-1′-((2-(trimethylsilyl)ethoxy)methyl)-5,7-dihydrospiro[cyclopenta[b]pyridine-6,3′-pyrrolo[2,3-b]pyridin]-2′(1′H)-one). Solvent: CN(C)C=O (DMF). Run at time 10 minute. As a reaction SMILES: [H-].[Na+].[I:3][C:4]1[CH:5]=[C:6]2[CH2:21][C@@:11]3([C:19]4[C:14](=[N:15][CH:16]=[CH:17][CH:18]=4)[NH:13][C:12]3=[O:20])[CH2:10][C:7]2=[N:8][CH:9]=1.[CH3:22][Si:23]([CH3:30])([CH3:29])[CH2:24][CH2:25][O:26][CH2:27]Cl>CN(C=O)C>[I:3][C:4]1[CH:5]=[C:6]2[CH2:21][C:11]3([C:19]4[C:14](=[N:15][CH:16]=[CH:17][CH:18]=4)[N:13]([CH2:27][O:26][CH2:25][CH2:24][Si:23]([CH3:30])([CH3:29])[CH3:22])[C:12]3=[O:20])[CH2:10][C:7]2=[N:8][CH:9]=1 |f:0.1|. Starting materials: Cl (hydrochloric acid), ClC=1C=CC(=C(C(=O)NC2C(OC3=CC(=CC=C3C2=O)OC)(C)C)C1)OC (3-(5-chloro-2-methoxybenzamido)-2,2-dimethyl-7-methoxy-4-chromanone), [BH4-].[Na+] (sodium borohydride), ice water. Solvent: C(C)O (ethanol). Reaction conditions: temperature 50 celsius, time 3 hour. Yields the product ClC=1C=CC(=C(C(=O)NC2C(OC3=CC(=CC=C3C2O)OC)(C)C)C1)OC (3-(5-Chloro-2-methoxybenzamido)-2,2-dimethyl-7-methoxy-4-chromanol). Reaction SMILES: [Cl:1][C:2]1[CH:3]=[CH:4][C:5]([O:26][CH3:27])=[C:6]([CH:25]=1)[C:7]([NH:9][CH:10]1[C:19](=[O:20])[C:18]2[C:13](=[CH:14][C:15]([O:21][CH3:22])=[CH:16][CH:17]=2)[O:12][C:11]1([CH3:24])[CH3:23])=[O:8].[BH4-].[Na+].Cl>C(O)C>[Cl:1][C:2]1[CH:3]=[CH:4][C:5]([O:26][CH3:27])=[C:6]([CH:25]=1)[C:7]([NH:9][CH:10]1[CH:19]([OH:20])[C:18]2[C:13](=[CH:14][C:15]([O:21][CH3:22])=[CH:16][CH:17]=2)[O:12][C:11]1([CH3:23])[CH3:24])=[O:8] |f:1.2|. Procedure: A suspension of 25 g (64 mmol) of 3-(5-chloro-2-methoxybenzamido)-2,2-dimethyl-7-methoxy-4-chromanone and 1.24 g (32 mmol) of powdered sodium borohydride in 100 ml of ethanol was stirred at 50° C. for 3 hours, during which the solid dissolved. After cooling, the solution was then poured into ice-water acidified with hydrochloric acid, and extracted with methylene chloride. The organic solution was washed with water, dried and evaporated. The resulting 3-(5-chloro-2-methoxybenzamido)-2,2-dimethyl... The reactants are B, CCNC1CCc2cc(SC(C)(C)C(=O)OC(C)(C)C)ccc2C1, ClCCl, O=C=Nc1ccc(OC(F)(F)F)cc1. Product: CCN(C(=O)Nc1ccc(OC(F)(F)F)cc1)C1CCc2cc(SC(C)(C)C(=O)OC(C)(C)C)ccc2C1. Reaction SMILES: [BH3:25].[C:1]([CH3:2])([CH3:3])([CH3:4])[O:5][C:6]([C:7]([CH3:8])([CH3:9])[S:10][c:11]1[cH:12][c:13]2[c:18]([cH:19][cH:20]1)[CH2:17][CH:16]([NH:21][CH2:22][CH3:23])[CH2:15][CH2:14]2)=[O:24].[Cl:40][CH2:41][Cl:42].[F:26][C:27]([O:28][c:29]1[cH:30][cH:31][c:32]([N:35]=[C:36]=[O:37])[cH:33][cH:34]1)([F:38])[F:39]>>[C:1]([CH3:2])([CH3:3])([CH3:4])[O:5][C:6]([C:7]([CH3:8])([CH3:9])[S:10][c:11]1[cH:12][c:13]2[c:18]([cH:19][cH:20]1)[CH2:17][CH:16]([N:21]([CH2:22][CH3:23])[C:36]([NH:35][c:32]1[cH:31][cH:30][c:29]([O:28][C:27]([F:26])([F:38])[F:39])[cH:34][cH:33]1)=[O:37])[CH2:15][CH2:14]2)=[O:24]. Procedure: The title compound was prepared by Method A using 3',4'-(methylenedioxy)acetophenone (0.871 g, 5.31 mmol), lithium bis(trimethylsilyl)amide (0.977 g, 5.84 mmol), chlorotrimethylsilane (0.741 mL, 5.84 mmol), THF (58 mL), and diethyl ester of [(phenylmethyl)thio] propanedioic acid (1.00 g, 3.54 mmol). m.p. dec. 170° C.; 1H NMR (400 MHz, DMSO-d6) δ3.98 (s, 2 H), 6.13 (s, 2 H), 6.61 (s, 1 H), 7.05 (d, 2 H), 7.27 (m, 7 H). Run in C1CCOC1 (THF). The reactants are C1OC=2C=C(C=CC2O1)C(C)=O (3',4'-(methylenedioxy)acetophenone), C[Si](C)(C)[N-][Si](C)(C)C.[Li+] (lithium bis(trimethylsilyl)amide), Cl[Si](C)(C)C (chlorotrimethylsilane), diethyl ester, C1(=CC=CC=C1)CSC(C(=O)O)C(=O)O ([(phenylmethyl)thio] propanedioic acid). Product: O1COC2=C1C=CC(=C2)C2=CC(=C(C(O2)=O)SCC2=CC=CC=C2)O (6-(1,3-Benzodioxol-5-yl)-4-hydroxy-3-[(phenylmethyl)thio]-2H-pyran-2-one). As a reaction SMILES: [CH2:1]1[O:9][C:8]2[CH:7]=[CH:6][C:5]([C:10](=[O:12])[CH3:11])=[CH:4][C:3]=2[O:2]1.C[Si]([N-][Si](C)(C)C)(C)C.[Li+].Cl[Si](C)(C)C.[C:28]1([CH2:34][S:35][CH:36]([C:40](O)=[O:41])[C:37](O)=[O:38])[CH:33]=[CH:32][CH:31]=[CH:30][CH:29]=1>C1COCC1>[O:9]1[C:8]2[CH:7]=[CH:6][C:5]([C:10]3[O:12][C:37](=[O:38])[C:36]([S:35][CH2:34][C:28]4[CH:33]=[CH:32][CH:31]=[CH:30][CH:29]=4)=[C:40]([OH:41])[CH:11]=3)=[CH:4][C:3]=2[O:2][CH2:1]1 |f:1.2|.